From a dataset of the Open Reaction Database (ORD), a public repository of structured organic reaction records. describe an organic reaction: reactants, conditions, products, and yield The reactants are C(C)O[Si](CC[Si](OCC)(OCC)OCC)(OCC)OCC (1,2-bis(triethoxysilyl)ethane), [SiH4] (silane), C(C)O[SiH](OCC)OCC (triethoxysilane). Run at time 1 hour. Yields the product C(=C)[Si](OCC)(OCC)OCC (vinyltriethoxysilane), C(C)O[Si](OCC)(OCC)OCC (tetraethoxysilane). The yield is 25.0%. Reaction SMILES: [SiH4].[CH2:2]([O:4][SiH](OCC)OCC)[CH3:3].[CH2:12]([O:14][Si:15]([O:31][CH2:32][CH3:33])([O:28][CH2:29][CH3:30])[CH2:16][CH2:17][Si:18]([O:25][CH2:26][CH3:27])([O:22][CH2:23][CH3:24])[O:19][CH2:20][CH3:21])[CH3:13]>>[CH:16]([Si:15]([O:28][CH2:29][CH3:30])([O:14][CH2:12][CH3:13])[O:31][CH2:32][CH3:33])=[CH2:17].[CH2:2]([O:4][Si:18]([O:19][CH2:20][CH3:21])([O:22][CH2:23][CH3:24])[O:25][CH2:26][CH3:27])[CH3:3]. Procedure: The reaction was carried out in accordance with the procedure of Comparative Example 2, except that the silane used was triethoxysilane and the reaction temperature was 150° C. The reaction was monitored by GPC and was completed in one hour. The major product formed was 1,2-bis(triethoxysilyl)ethane (72%), with vinyltriethoxysilane (25%) and tetraethoxysilane also being formed (3%). With a primary alkyl silane and at lower reaction temperatures, the undesired bis(silyl)ethane was the main reacti... Starting materials: FC=1C=C(C=CC1F)[C@H]1[C@@H](C1)NC=1C2=C(N=C(N1)SCCC)N(N=N2)[C@@H]2C[C@@H]([C@@H]1[C@H]2OC(O1)(C)C)OCCO (2-({(3aR,4S,6R,6aS)-6-[7-{[(1R,2S)-2-(3,4-Difluorophenyl)cyclopropyl]amino}-5-(propylthio)-3H-[1,2,3]triazolo[4,5-d]pyrimidin-3-yl]-2,2-dimethyltetrahydro-3aH-cyclopenta[d][1,3]dioxol-4-yl}oxy)ethanol), Cl (hydrochloric acid). Solvent: CO (methanol). Run at temperature 15 celsius, time 3.5 hour. Yields the product FC=1C=C(C=CC1F)C1C(C1)NC=1C2=C(N=C(N1)SCCC)N(N=N2)C2C(C(C(C2)OCCO)O)O (3-[7-[2-(3,4-difluorophenyl)-cyclopropylamino]-5-(propylthio)-3H-1,2,3-triazolo[4,5-d]pyrimidin-3-yl]-5-(2-hydroxyethoxy)cyclopentane-1,2-diol). The yield is 90.0%. As a reaction SMILES: [F:1][C:2]1[CH:3]=[C:4]([C@@H:9]2[CH2:11][C@H:10]2[NH:12][C:13]2[C:14]3[N:25]=[N:24][N:23]([C@H:26]4[C@@H:30]5[O:31]C(C)(C)[O:33][C@@H:29]5[C@@H:28]([O:36][CH2:37][CH2:38][OH:39])[CH2:27]4)[C:15]=3[N:16]=[C:17]([S:19][CH2:20][CH2:21][CH3:22])[N:18]=2)[CH:5]=[CH:6][C:7]=1[F:8].Cl>CO>[F:1][C:2]1[CH:3]=[C:4]([CH:9]2[CH2:11][CH:10]2[NH:12][C:13]2[C:14]3[N:25]=[N:24][N:23]([CH:26]4[CH2:27][CH:28]([O:36][CH2:37][CH2:38][OH:39])[CH:29]([OH:33])[CH:30]4[OH:31])[C:15]=3[N:16]=[C:17]([S:19][CH2:20][CH2:21][CH3:22])[N:18]=2)[CH:5]=[CH:6][C:7]=1[F:8]. Procedure: The 2-({(3aR,4S,6R,6aS)-6-[7-{[(1R,2S)-2-(3,4-Difluorophenyl)cyclopropyl]amino}-5-(propylthio)-3H-[1,2,3]triazolo[4,5-d]pyrimidin-3-yl]-2,2-dimethyltetrahydro-3aH-cyclopenta[d][1,3]dioxol-4-yl}oxy)ethanol solution from above was cooled to 15° C., a solution of concentrated aqueous hydrochloric acid (465 kg) in methanol (623 kg), also tempered to 15° C., was charged. The reaction was stirred at 15° C. until the conversion criterion was fulfilled (>97%) and the phases were allowed to separate. The... Reaction SMILES: [NH:1]([C:3]1[N:8]([CH2:9][CH:10]([CH3:12])[CH3:11])[C:7](=[O:13])[N:6]([CH3:14])[C:5](=[O:15])[CH:4]=1)[NH2:2].[Br:16][C:17]1[CH:18]=[C:19]2[C:23](=[CH:24][CH:25]=1)[NH:22][CH:21]=[C:20]2[CH:26]=O.[CH:28]([C:30]1[N:34]([CH3:35])[CH:33]=[C:32]([C:36]([O:38][CH3:39])=[O:37])[CH:31]=1)=O>>[Br:16][C:17]1[CH:18]=[C:19]2[C:23](=[CH:24][CH:25]=1)[NH:22][CH:21]=[C:20]2[CH2:26][N:2]1[C:28]([C:30]2[N:34]([CH3:35])[CH:33]=[C:32]([C:36]([O:38][CH3:39])=[O:37])[CH:31]=2)=[C:4]2[C:3]([N:8]([CH2:9][CH:10]([CH3:11])[CH3:12])[C:7](=[O:13])[N:6]([CH3:14])[C:5]2=[O:15])=[N:1]1. Procedure details: This compound was made following the procedure described above, starting with 6-hydrazino-1-isobutyl-3-methylpyrimidine-2,4(1H,3H)-dione, and condensing first with 5-bromo-1H-indole-3-carbaldehyde, followed by methyl 5-formyl-1-methyl-1H-pyrrole-3-carboxylate. Starting materials: N(N)C1=CC(N(C(N1CC(C)C)=O)C)=O (6-hydrazino-1-isobutyl-3-methylpyrimidine-2,4(1H,3H)-dione), BrC=1C=C2C(=CNC2=CC1)C=O (5-bromo-1H-indole-3-carbaldehyde), C(=O)C1=CC(=CN1C)C(=O)OC (methyl 5-formyl-1-methyl-1H-pyrrole-3-carboxylate). The product is BrC=1C=C2C(=CNC2=CC1)CN1N=C2N(C(N(C(C2=C1C1=CC(=CN1C)C(=O)OC)=O)C)=O)CC(C)C (methyl 5-{2-[(5-bromo-1H-indol-3-yl)methyl]-7-isobutyl-5-methyl-4,6-dioxo-4,5,6,7-tetrahydro-2H-pyrazolo[3,4-d]pyrimidin-3-yl}-1-methyl-1H-pyrrole-3-carboxylate). Starting materials: BrC1=CC(=[N+](C(=C1)CC(F)(F)F)[O-])CC(F)(F)F (4-bromo-2,6-bis-(2,2,2-trifluoro-ethyl)-pyridine 1-oxide), P(Br)(Br)Br (PBr3), [OH-].[Na+] (NaOH). Solvent: C(Cl)Cl (CH2Cl2). The product is BrC1=CC(=NC(=C1)CC(F)(F)F)CC(F)(F)F (4-Bromo-2,6-bis-(2,2,2-trifluoro-ethyl)-pyridine). Reaction SMILES: [Br:1][C:2]1[CH:7]=[C:6]([CH2:8][C:9]([F:12])([F:11])[F:10])[N+:5]([O-])=[C:4]([CH2:14][C:15]([F:18])([F:17])[F:16])[CH:3]=1.P(Br)(Br)Br.[OH-].[Na+]>C(Cl)Cl>[Br:1][C:2]1[CH:3]=[C:4]([CH2:14][C:15]([F:18])([F:17])[F:16])[N:5]=[C:6]([CH2:8][C:9]([F:11])([F:10])[F:12])[CH:7]=1 |f:2.3|. Reported procedure: A solution of 4-bromo-2,6-bis-(2,2,2-trifluoro-ethyl)-pyridine 1-oxide (2.1 g, 6.2 mmol) and PBr3 (1 mL) in CH2Cl2 (15 mL) was stirred at room temperature for 4 hours. The reaction mixture was poured into ice, made basic with 15% NaOH and extracted with EtOAc. The organic layers were washed with brine, dried over Na2SO4 and concentrated to a pale yellow solid (1.77 g, 89%). 1H NMR (400 MHz, CDCl3): δ 3.59 (t, J=10.4 Hz, 4 H), 7.51 (s, 2 H). Starting materials: O=C([O-])[O-], C1CCOC1, COc1cc(-c2cccc(Cl)c2)c2cc(C(=O)c3cccc(I)c3)ccc2n1, Cl, [K+], [K+], O. The product is O=C(c1cccc(I)c1)c1ccc2[nH]c(=O)cc(-c3cccc(Cl)c3)c2c1. Reaction SMILES: [C:30](=[O:31])([O-:32])[O-:33].[CH2:37]1[O:38][CH2:39][CH2:40][CH2:41]1.[Cl:1][c:2]1[cH:3][c:4](-[c:8]2[cH:9][c:10]([O:27][CH3:28])[n:11][c:12]3[cH:13][cH:14][c:15]([C:18](=[O:19])[c:20]4[cH:21][c:22]([I:26])[cH:23][cH:24][cH:25]4)[cH:16][c:17]23)[cH:5][cH:6][cH:7]1.[ClH:36].[K+:34].[K+:35].[OH2:29]>>[Cl:1][c:2]1[cH:3][c:4](-[c:8]2[cH:9][c:10](=[O:27])[nH:11][c:12]3[cH:13][cH:14][c:15]([C:18](=[O:19])[c:20]4[cH:21][c:22]([I:26])[cH:23][cH:24][cH:25]4)[cH:16][c:17]23)[cH:5][cH:6][cH:7]1. The reactants are Cl.O1CCOCC1 (HCl dioxane), C1(CCCC1)C=1N=C(C2=C(N1)CS(C2)(=O)=O)N2CCC(CC2)CC(=O)O ([1-(2-cyclopentyl-6,6-dioxo-5,7-dihydrothieno[3,4-d]pyrimidin-4-yl)piperidin-4-yl]acetic acid), C([O-])([O-])=O.[NH4+].[NH4+] (ammonium carbonate), C=1C=CC2=C(C1)N=NN2O (HOBt), CCN=C=NCCCN(C)C (EDCI). Solvent: C1CCOC1 (THF), CN(C)C=O (DMF). Reported procedure: A mixture of 246 mg of [1-(2-cyclopentyl-6,6-dioxo-5,7-dihydrothieno[3,4-d]pyrimidin-4-yl)piperidin-4-yl]acetic acid, 75 mg of ammonium carbonate, 0.11 g of HOBt, 0.16 g of EDCI, and 6 ml of DMF was stirred at ambient temperature for 3 days. The solvent was distilled off under reduced pressure, water was added to the residue, and the mixture was extracted with EtOAc. The organic phase obtained was washed with a saturated aqueous sodium bicarbonate and brine and dried over anhydrous magnesium sul... Reaction conditions: time 3 day. RXN SMILES: [CH:1]1([C:6]2[N:7]=[C:8]([N:17]3[CH2:22][CH2:21][CH:20]([CH2:23][C:24](O)=[O:25])[CH2:19][CH2:18]3)[C:9]3[CH2:14][S:13](=[O:16])(=[O:15])[CH2:12][C:10]=3[N:11]=2)[CH2:5][CH2:4][CH2:3][CH2:2]1.C(=O)([O-])[O-].[NH4+].[NH4+].C1C=CC2N(O)N=[N:39]C=2C=1.CCN=C=NCCCN(C)C.[ClH:54].O1CCOCC1>C1COCC1.CN(C=O)C>[ClH:54].[CH:1]1([C:6]2[N:7]=[C:8]([N:17]3[CH2:18][CH2:19][CH:20]([CH2:23][C:24]([NH2:39])=[O:25])[CH2:21][CH2:22]3)[C:9]3[CH2:14][S:13](=[O:15])(=[O:16])[CH2:12][C:10]=3[N:11]=2)[CH2:2][CH2:3][CH2:4][CH2:5]1 |f:1.2.3,6.7,10.11|. Product: Cl.C1(CCCC1)C=1N=C(C2=C(N1)CS(C2)(=O)=O)N2CCC(CC2)CC(=O)N ([1-(2-cyclopentyl-6,6-dioxo-5,7-dihydrothieno[3,4-d]pyrimidin-4-yl)piperidin-4-yl]acetamide hydrochloride). Yields the product C(CCCC)C(C(=O)O)C(CCCCCC)O.C1(CCC(N1)=O)=O (Succinimide 2-n-pentyl-3-hydroxynonanoate). The yield is 104.2%. The reactants are C(CCCC)C(C(=O)O)C(CCCCCC)O (2-n-pentyl-3-hydroxynonanoic acid), ON1C(CCC1=O)=O (N-hydroxysuccinimide), C1(CCCCC1)N=C=NC1CCCCC1 (Dicyclohexylcarbodiimide). Procedure: Dicyclohexylcarbodiimide (27 g) dissolved in 1,2-dimethoxyethane (300 cc) is added, in the course of 40 minutes, to a solution, kept at 0° C., of 2-n-pentyl-3-hydroxynonanoic acid (29.1 g) and N-hydroxysuccinimide (14.1 g) in 1,2-dimethoxyethane (300 cc). The reaction mixture is stirred at 0° C. for 3 hours and then kept at 4° C. for 21 hours. The precipitate formed is filtered off and washed twice with 1,2-dimethoxyethane (100 cc in total). The filtrate is concentrated to dryness under reduced ... The solvent is COCCOC (1,2-dimethoxyethane), COCCOC (1,2-dimethoxyethane). Reaction conditions: temperature 0 celsius, time 3 hour. Reaction SMILES: C1(N=C=NC2CCCCC2)CCCCC1.[CH2:16]([CH:21]([CH:25]([OH:32])[CH2:26][CH2:27][CH2:28][CH2:29][CH2:30][CH3:31])[C:22]([OH:24])=[O:23])[CH2:17][CH2:18][CH2:19][CH3:20].O[N:34]1[C:38](=[O:39])[CH2:37][CH2:36][C:35]1=[O:40]>COCCOC>[CH2:16]([CH:21]([CH:25]([OH:32])[CH2:26][CH2:27][CH2:28][CH2:29][CH2:30][CH3:31])[C:22]([OH:24])=[O:23])[CH2:17][CH2:18][CH2:19][CH3:20].[C:35]1(=[O:40])[NH:34][C:38](=[O:39])[CH2:37][CH2:36]1 |f:4.5|. The reactants are [OH-].[Na+] (sodium hydroxide), ClC=1C(=NC=CC1)N1N=C(C=C1C(=O)OC)NC1=NC=C(C=C1)C(F)(F)F (methyl 1-(3-chloropyridin-2-yl)-3-{[5-(trifluoromethyl)pyridin-2-yl]amino}-1H-pyrazole-5-carboxylate), Cl (hydrochloric acid). Solvent: O (water), C(C)O (ethanol). Conditions: time 24 hour. The product is ClC=1C(=NC=CC1)N1N=C(C=C1C(=O)O)NC1=NC=C(C=C1)C(F)(F)F (1-(3-chloropyridin-2-yl)-3-{[5-(trifluoromethyl)pyridin-2-yl]amino}-1H-pyrazole-5-carboxylic acid). Isolated yield 91.9%. Reaction SMILES: [Cl:1][C:2]1[C:3]([N:8]2[C:12]([C:13]([O:15]C)=[O:14])=[CH:11][C:10]([NH:17][C:18]3[CH:23]=[CH:22][C:21]([C:24]([F:27])([F:26])[F:25])=[CH:20][N:19]=3)=[N:9]2)=[N:4][CH:5]=[CH:6][CH:7]=1.[OH-].[Na+].Cl>C(O)C.O>[Cl:1][C:2]1[C:3]([N:8]2[C:12]([C:13]([OH:15])=[O:14])=[CH:11][C:10]([NH:17][C:18]3[CH:23]=[CH:22][C:21]([C:24]([F:27])([F:25])[F:26])=[CH:20][N:19]=3)=[N:9]2)=[N:4][CH:5]=[CH:6][CH:7]=1 |f:1.2|. Procedure: 855 mg (2.15 mmol) of methyl 1-(3-chloropyridin-2-yl)-3-{[5-(trifluoromethyl)pyridin-2-yl]amino}-1H-pyrazole-5-carboxylate were dissolved in 10.0 ml of ethanol, and 248 mg (2.79 mmol) of 45% strength aqueous sodium hydroxide solution were added. After 24 hours of stirring at room temperature, the mixture was diluted with water and acidified with dilute hydrochloric acid. The aqueous phase was extracted repeatedly with ethyl acetate and dried over magnesium sulphate. The solvent was distilled off... The reactants are CC(C)=NO, COc1ccc(C#N)c([N+](=O)[O-])c1, [H-], [Na+], CN(C)C=O, O. Yields the product COc1ccc(C#N)c(ON=C(C)C)c1. RXN SMILES: [CH3:1][C:2]([CH3:3])=[N:4][OH:5].[CH3:8][O:9][c:10]1[cH:11][c:12]([N+:18]([O-:19])=[O:20])[c:13]([C:14]#[N:15])[cH:16][cH:17]1.[H-:6].[Na+:7].[O:22]=[CH:23][N:24]([CH3:25])[CH3:26].[OH2:21]>>[CH3:1][C:2]([CH3:3])=[N:4][O:5][c:12]1[cH:11][c:10]([O:9][CH3:8])[cH:17][cH:16][c:13]1[C:14]#[N:15].